Dataset: the Open Reaction Database (ORD), a public repository of structured organic reaction records. Task: describe an organic reaction: reactants, conditions, products, and yield The reactants are C(CCC)[Sn](C=1C=NC=CC1)(CCCC)CCCC (Tributyl-3-pyridyltin), C(=O)(OC(C)(C)C)N1[C@@H](CCC1)C1=CC2=NC=C(C=C2O1)Br (2-(1-BOC-2-(S)-pyrrolidinyl)-6-bromofuro[3,2-b]pyridine), resultant mixture. Reagents/catalysts: [Pd] (palladium). The solvent is C1(=CC=CC=C1)C (toluene), C1(=CC=CC=C1)C (toluene). Product: C(=O)(OC(C)(C)C)N1[C@@H](CCC1)C1=CC2=NC=C(C=C2O1)C=1C=NC=CC1 (2-(1-Boc-2-(S)-pyrrolidinyl)-6-(3-pyridyl) furo (3,2-b) pyridine). Yield: 55.6%. Reaction SMILES: [C:1]([N:8]1[CH2:12][CH2:11][CH2:10][C@H:9]1[C:13]1[O:21][C:20]2[C:15](=[N:16][CH:17]=[C:18](Br)[CH:19]=2)[CH:14]=1)([O:3][C:4]([CH3:7])([CH3:6])[CH3:5])=[O:2].C([Sn](CCCC)(CCCC)[C:28]1[CH:29]=[N:30][CH:31]=[CH:32][CH:33]=1)CCC>C1(C)C=CC=CC=1.[Pd]>[C:1]([N:8]1[CH2:12][CH2:11][CH2:10][C@H:9]1[C:13]1[O:21][C:20]2[C:15](=[N:16][CH:17]=[C:18]([C:28]3[CH:29]=[N:30][CH:31]=[CH:32][CH:33]=3)[CH:19]=2)[CH:14]=1)([O:3][C:4]([CH3:7])([CH3:6])[CH3:5])=[O:2]. Reported procedure: The 2-(1-BOC-2-(S)-pyrrolidinyl)-6-bromofuro[3,2-b]pyridine (0.24g, 0.64 mmol) obtained from Example 46a above was dissolved in toluene (6 mL). Tributyl-3-pyridyltin (0.36 g, 1.3 mmol), palladium (O) tetrakis(triphenyl phosphine) (40 mg) was then added to the toluene solution and the resultant mixture was heated under reflux for 16 h. The desired product was extracted with CH2Cl2, dried over MgSO4 and filtered. Solvent was then removed under reduced pressure and the residue was chromatographed (... Reactants: CN1CCCC1=O, NCC1CN(Cc2ccc(Cl)c(Cl)c2)CCO1, COC(=O)Cc1noc(-c2ccc(F)cc2)n1. Product: O=C(Cc1noc(-c2ccc(F)cc2)n1)NCC1CN(Cc2ccc(Cl)c(Cl)c2)CCO1. As a reaction SMILES: [CH3:35][N:36]1[CH2:37][CH2:38][CH2:39][C:40]1=[O:41].[Cl:18][c:19]1[cH:20][c:21]([CH2:22][N:23]2[CH2:24][CH:25]([CH2:29][NH2:30])[O:26][CH2:27][CH2:28]2)[cH:31][cH:32][c:33]1[Cl:34].[F:1][c:2]1[cH:3][cH:4][c:5](-[c:8]2[n:9][c:10]([CH2:13][C:14]([O:16][CH3:15])=[O:17])[n:11][o:12]2)[cH:6][cH:7]1>>[F:1][c:2]1[cH:3][cH:4][c:5](-[c:8]2[n:9][c:10]([CH2:13][C:14](=[O:16])[NH:30][CH2:29][CH:25]3[CH2:24][N:23]([CH2:22][c:21]4[cH:20][c:19]([Cl:18])[c:33]([Cl:34])[cH:32][cH:31]4)[CH2:28][CH2:27][O:26]3)[n:11][o:12]2)[cH:6][cH:7]1. Starting materials: BrBr (bromine), FC=1C=C2C(C(=CC(=O)C2=CC1)O)=O (6-fluoro-3-hydroxynaphtho-1,4-quinone). Solvent: C(Cl)(Cl)Cl (chloroform), C(Cl)(Cl)Cl (chloroform). Reaction conditions: time 4 hour. The product is BrC=1C(=O)C2=CC=C(C=C2C(C1O)=O)F (2-Bromo-6-fluoro-3-hydroxynaphtho-1,4-quinone). As a reaction SMILES: [Br:1]Br.[F:3][C:4]1[CH:5]=[C:6]2[C:12](=[CH:13][CH:14]=1)[C:10](=[O:11])[CH:9]=[C:8]([OH:15])[C:7]2=[O:16]>C(Cl)(Cl)Cl>[Br:1][C:9]1[C:10]([C:12]2[C:6]([C:7](=[O:16])[C:8]=1[OH:15])=[CH:5][C:4]([F:3])=[CH:14][CH:13]=2)=[O:11]. Reported procedure: A solution of bromine (12.5 g), in chloroform (50 ml) was added to a stirred suspension of 6-fluoro-3-hydroxynaphtho-1,4-quinone (12.5 g; 0.065 mole) in chloroform (50 ml) over 15 mins. During the addition the mixture became a clear dark red solution. Stirring was continued for a further 4 hours and a yellow solid which had been deposited as crystals was filtered off, washed with ice-cold chloroform and dried. Yield 13.95 g (80%), mp 183° C. (CHCl3). Reactants: COC(=O)CN1CCN(Cc2ccc(OC)cc2OC)C(=O)C1=O, COc1ccccc1, O=C(O)C(F)(F)F. Product: COC(=O)CN1CCNC(=O)C1=O. As a reaction SMILES: [CH3:1][O:2][c:3]1[cH:4][c:5]([O:19][CH3:20])[cH:21][cH:22][c:23]1[CH2:24][N:6]1[C:7](=[O:18])[C:8](=[O:17])[N:9]([CH2:12][C:13](=[O:14])[O:15][CH3:16])[CH2:10][CH2:11]1.[CH3:32][O:33][c:34]1[cH:35][cH:36][cH:37][cH:38][cH:39]1.[OH:25][C:26]([C:27]([F:28])([F:29])[F:30])=[O:31]>>[NH:6]1[C:7](=[O:18])[C:8](=[O:17])[N:9]([CH2:12][C:13](=[O:14])[O:15][CH3:16])[CH2:10][CH2:11]1. Starting materials: [N+](=O)([O-])C1=CC=2C=3N(C(NC2C=C1)=O)CCCN3 (10-nitro-6-oxo-2,3,4,5,6,7-hexahydropyrimido-[1,2-c]-quinazoline), C(C=C)Br (allyl bromide). Yields the product [N+](=O)([O-])C1=CC=2C=3N(C(N(C2C=C1)CC=C)=O)CCCN3 (10-Nitro-6-oxo-7-allyl-2,3,4,5,6,7-hexahydropyrimido-[1,2-c]-quinazoline). As a reaction SMILES: [N+:1]([C:4]1[CH:13]=[CH:12][C:11]2[NH:10][C:9](=[O:14])[N:8]3[CH2:15][CH2:16][CH2:17][N:18]=[C:7]3[C:6]=2[CH:5]=1)([O-:3])=[O:2].[CH2:19](Br)[CH:20]=[CH2:21]>>[N+:1]([C:4]1[CH:13]=[CH:12][C:11]2[N:10]([CH2:21][CH:20]=[CH2:19])[C:9](=[O:14])[N:8]3[CH2:15][CH2:16][CH2:17][N:18]=[C:7]3[C:6]=2[CH:5]=1)([O-:3])=[O:2]. Reported procedure: Preparation analogously to Example 29 from 10-nitro-6-oxo-2,3,4,5,6,7-hexahydropyrimido-[1,2-c]-quinazoline and allyl bromide.